This data is from the Open Reaction Database (ORD), a public repository of structured organic reaction records. The task is: describe an organic reaction: reactants, conditions, products, and yield Starting materials: COc1cccc2c1Oc1cc(-c3cccnc3)ccc1C2C1CC2CCC(C1)N2C(=O)C(F)(F)F, O=C(N1C2CCC1CC(C1c3ccccc3Oc3cc(-c4nnn[nH]4)ccc31)C2)C(F)(F)F. Yields the product O=C(O)C(F)(F)F, COc1cccc2c1Oc1cc(-c3cccnc3)ccc1C2C1CC2CCC(C1)N2. As a reaction SMILES: [F:1][C:2]([C:3](=[O:4])[N:5]1[CH:6]2[CH2:7][CH:8]([CH:13]3[c:14]4[cH:15][cH:16][cH:17][c:18]([O:33][CH3:34])[c:19]4[O:20][c:21]4[cH:22][c:23](-[c:27]5[cH:28][n:29][cH:30][cH:31][cH:32]5)[cH:24][cH:25][c:26]43)[CH2:9][CH:10]1[CH2:11][CH2:12]2)([F:35])[F:36].[F:37][C:38]([F:39])([F:41])[C:42](=[O:40])[N:43]1[CH:44]2[CH2:45][CH2:46][CH:47]1[CH2:48][CH:49]([CH:50]1[c:51]3[cH:52][cH:53][c:54](-[c:55]4[nH:56][n:57][n:58][n:59]4)[cH:60][c:61]3[O:62][c:63]3[c:64]1[cH:65][cH:66][cH:67][cH:68]3)[CH2:69]2>>[F:1][C:2]([C:3](=[O:4])[OH:40])([F:35])[F:36].[NH:5]1[CH:6]2[CH2:7][CH:8]([CH:13]3[c:14]4[cH:15][cH:16][cH:17][c:18]([O:33][CH3:34])[c:19]4[O:20][c:21]4[cH:22][c:23](-[c:27]5[cH:28][n:29][cH:30][cH:31][cH:32]5)[cH:24][cH:25][c:26]43)[CH2:9][CH:10]1[CH2:11][CH2:12]2. Reactants: C[Si](C)(C)CCOCn1nc(-c2cccc(Br)n2)c2cnc(NCCN3CCOCC3)nc21, NCc1cccc(Cl)c1, N#N, C1COCCO1, O=C(C=Cc1ccccc1)C=Cc1ccccc1, O=C(C=Cc1ccccc1)C=Cc1ccccc1, O=C(C=Cc1ccccc1)C=Cc1ccccc1, [Pd], [Pd]. Reaction SMILES: [Br:1][c:2]1[cH:3][cH:4][cH:5][c:6](-[c:8]2[n:9][n:10]([CH2:26][O:27][CH2:28][CH2:29][Si:30]([CH3:31])([CH3:32])[CH3:33])[c:11]3[n:12][c:13]([NH:17][CH2:18][CH2:19][N:20]4[CH2:21][CH2:22][O:23][CH2:24][CH2:25]4)[n:14][cH:15][c:16]23)[n:7]1.[Cl:34][c:35]1[cH:36][c:37]([CH2:38][NH2:39])[cH:40][cH:41][cH:42]1.[N:43]#[N:44].[O:101]1[CH2:102][CH2:103][O:104][CH2:105][CH2:106]1.[O:47]=[C:48]([CH:49]=[CH:50][c:51]1[cH:52][cH:53][cH:54][cH:55][cH:56]1)[CH:57]=[CH:58][c:59]1[cH:60][cH:61][cH:62][cH:63][cH:64]1.[O:65]=[C:66]([CH:67]=[CH:68][c:69]1[cH:70][cH:71][cH:72][cH:73][cH:74]1)[CH:75]=[CH:76][c:77]1[cH:78][cH:79][cH:80][cH:81][cH:82]1.[O:83]=[C:84]([CH:85]=[CH:86][c:87]1[cH:88][cH:89][cH:90][cH:91][cH:92]1)[CH:93]=[CH:94][c:95]1[cH:96][cH:97][cH:98][cH:99][cH:100]1.[Pd:45].[Pd:46]>>[c:2]1([NH:39][CH2:38][c:37]2[cH:36][c:35]([Cl:34])[cH:42][cH:41][cH:40]2)[cH:3][cH:4][cH:5][c:6](-[c:8]2[n:9][n:10]([CH2:26][O:27][CH2:28][CH2:29][Si:30]([CH3:31])([CH3:32])[CH3:33])[c:11]3[n:12][c:13]([NH:17][CH2:18][CH2:19][N:20]4[CH2:21][CH2:22][O:23][CH2:24][CH2:25]4)[n:14][cH:15][c:16]23)[n:7]1. Product: C[Si](C)(C)CCOCn1nc(-c2cccc(NCc3cccc(Cl)c3)n2)c2cnc(NCCN3CCOCC3)nc21. Reactants: CC1C(Nc2cnn(CC(=O)NCc3ccncc3OCCOC(=O)c3ccccc3)c(=O)c2Cl)CC2CC1C2(C)C, CO, [Na+], [OH-]. The product is CC1C(Nc2cnn(CC(=O)NCc3ccncc3OCCO)c(=O)c2Cl)CC2CC1C2(C)C. Reaction SMILES: [C:1](=[O:2])([c:3]1[cH:4][cH:5][cH:6][cH:7][cH:8]1)[O:9][CH2:10][CH2:11][O:12][c:13]1[cH:14][n:15][cH:16][cH:17][c:18]1[CH2:19][NH:20][C:21]([CH2:22][n:23]1[n:24][cH:25][c:26]([NH:31][CH:32]2[CH:33]([CH3:41])[CH:34]3[C:35]([CH3:39])([CH3:40])[CH:36]([CH2:37]2)[CH2:38]3)[c:27]([Cl:30])[c:28]1=[O:29])=[O:42].[CH3:45][OH:46].[Na+:44].[OH-:43]>>[OH:9][CH2:10][CH2:11][O:12][c:13]1[cH:14][n:15][cH:16][cH:17][c:18]1[CH2:19][NH:20][C:21]([CH2:22][n:23]1[n:24][cH:25][c:26]([NH:31][CH:32]2[CH:33]([CH3:41])[CH:34]3[C:35]([CH3:39])([CH3:40])[CH:36]([CH2:37]2)[CH2:38]3)[c:27]([Cl:30])[c:28]1=[O:29])=[O:42]. The reactants are OCC1(CCC1)CO ([1-(hydroxymethyl)cyclobutyl]methanol), ClC1=NC(=NS1)C1=CC=CC=C1 (5-chloro-3-phenyl-1,2,4-thiadiazole). Yields the product C1(=CC=CC=C1)C1=NSC(=N1)OCC1(CCC1)CO ((1-{[(3-phenyl-1,2,4-thiadiazol-5-yl)oxy]methyl}cyclobutyl)methanol). RXN SMILES: [OH:1][CH2:2][C:3]1([CH2:7][OH:8])[CH2:6][CH2:5][CH2:4]1.Cl[C:10]1[S:14][N:13]=[C:12]([C:15]2[CH:20]=[CH:19][CH:18]=[CH:17][CH:16]=2)[N:11]=1>>[C:15]1([C:12]2[N:11]=[C:10]([O:1][CH2:2][C:3]3([CH2:7][OH:8])[CH2:6][CH2:5][CH2:4]3)[S:14][N:13]=2)[CH:16]=[CH:17][CH:18]=[CH:19][CH:20]=1. Procedure details: The title compound was prepared using the same experimental procedure as in example 25a from [1-(hydroxymethyl)cyclobutyl]methanol and 5-chloro-3-phenyl-1,2,4-thiadiazole. 1H NMR (300 MHz, CDCl3) δ 8.10 (m, 2H), 7.39 (m, 3H), 4.63 (s, 2H), 3.62 (d, J=6 Hz, 2H), 2.71 (t, J=6 Hz, 1H), 1.88-1.97 (m, 6H). GC-MS m/z 277 (M+H). The reactants are N1=C(C=CC2=CC=CC(=C12)O)O (quinoline-2,8-diol), C(=O)([O-])[O-].[K+].[K+] (K2CO3), C(C1=CC=CC=C1)Br (benzyl bromide), CN(C)C=O (DMF). Run in O (water). Conditions: temperature 65 celsius, time 5 hour. The product is C(C1=CC=CC=C1)OC=1C=CC=C2C=CC(=NC12)O (8-(benzyloxy)quinolin-2-ol). The yield is 85.0%. As a reaction SMILES: [N:1]1[C:10]2[C:5](=[CH:6][CH:7]=[CH:8][C:9]=2[OH:11])[CH:4]=[CH:3][C:2]=1[OH:12].C([O-])([O-])=O.[K+].[K+].[CH2:19](Br)[C:20]1[CH:25]=[CH:24][CH:23]=[CH:22][CH:21]=1.CN(C=O)C>O>[CH2:19]([O:11][C:9]1[CH:8]=[CH:7][CH:6]=[C:5]2[C:10]=1[N:1]=[C:2]([OH:12])[CH:3]=[CH:4]2)[C:20]1[CH:25]=[CH:24][CH:23]=[CH:22][CH:21]=1 |f:1.2.3|. Procedure details: To a flask was added quinoline-2,8-diol (20.0 g, 124.1 mmol), K2CO3 (17.15 g, 124.1 mmol), benzyl bromide (14.76 ml, 124.1 mmol) and DMF (124.1 ml, 124.1 mmol). The resulting mixture was heated to 65° C. overnight. The reaction mixture was poured into 1000 ml water and stirred for 5 hours, filtered solids and then washed with 1000 ml diethyl ether to yield 26.5 g (85% yield) of desired product. Starting materials: O1CCOC2=C1C=CC(=C2)C(C(=O)OCC2=CC=CC=C2)C(CCCC)O (benzyl (2RS,3RS)-2-(1,4-benzodioxan-6-yl)-3-hydroxyheptanoate), [H][H] (hydrogen). Reagents/catalysts: [Pd] (palladium on carbon). Run in CO (methanol). The product is O1CCOC2=C1C=CC(=C2)C(C(=O)O)C(CCCC)O ((2RS,3RS)-2-(1,4-benzodioxan-6-yl)-3-hydroxyheptanoic acid). Yield: 95.6%. RXN SMILES: [O:1]1[C:6]2[CH:7]=[CH:8][C:9]([CH:11]([CH:22]([OH:27])[CH2:23][CH2:24][CH2:25][CH3:26])[C:12]([O:14]CC3C=CC=CC=3)=[O:13])=[CH:10][C:5]=2[O:4][CH2:3][CH2:2]1.[H][H]>CO.[Pd]>[O:1]1[C:6]2[CH:7]=[CH:8][C:9]([CH:11]([CH:22]([OH:27])[CH2:23][CH2:24][CH2:25][CH3:26])[C:12]([OH:14])=[O:13])=[CH:10][C:5]=2[O:4][CH2:3][CH2:2]1. Reported procedure: To a solution of benzyl (2RS,3RS)-2-(1,4-benzodioxan-6-yl)-3-hydroxyheptanoate (720 mg) in methanol (10 ml) was catalytically reduced with 10% palladium on carbon (100 mg) under 3 atmospheric pressure of hydrogen for 1 hour. The catalyst was removed by filtration and the filtrate was evaporated to afford (2RS,3RS)-2-(1,4-benzodioxan-6-yl)-3-hydroxyheptanoic acid (521 mg).